From a dataset of the Open Reaction Database (ORD), a public repository of structured organic reaction records. describe an organic reaction: reactants, conditions, products, and yield Starting materials: O=C([O-])[O-], CN(C)C=O, Cc1cc(Nc2cc3ccccc3c(Cl)n2)n[nH]1, [Na+], [Na+], O, OB(O)c1ccccc1. The product is Cc1cc(Nc2cc3ccccc3c(-c3ccccc3)n2)n[nH]1. As a reaction SMILES: [C:28](=[O:29])([O-:30])[O-:31].[CH3:34][N:35]([CH3:36])[CH:37]=[O:38].[Cl:1][c:2]1[n:3][c:4]([NH:12][c:13]2[n:14][nH:15][c:16]([CH3:18])[cH:17]2)[cH:5][c:6]2[cH:7][cH:8][cH:9][cH:10][c:11]12.[Na+:32].[Na+:33].[OH2:39].[OH:19][B:20]([OH:21])[c:22]1[cH:23][cH:24][cH:25][cH:26][cH:27]1>>[c:2]1(-[c:22]2[cH:23][cH:24][cH:25][cH:26][cH:27]2)[n:3][c:4]([NH:12][c:13]2[n:14][nH:15][c:16]([CH3:18])[cH:17]2)[cH:5][c:6]2[cH:7][cH:8][cH:9][cH:10][c:11]12. Reactants: CC(=O)C (Acetone), ClC1=NC2=CC=CC=C2C(=C1)C(=O)Cl (2-Chloro-4-chlorocarbonylquinoline), ClC1=NC2=CC=CC=C2C(=C1)C(=O)O (2-chloroquinoline-4-carboxylic acid), [N-]=[N+]=[N-].[Na+] (sodium azide). Solvent: O1CCOCC1 (dioxan), O (Water). Reaction conditions: time 16 hour. The product is ClC1=NC2=CC=CC=C2C(=C1)C(=O)N=[N+]=[N-] (2-chloroquinoline-4-carbonyl azide). Reaction SMILES: [Cl:1][C:2]1[CH:11]=[C:10]([C:12](Cl)=[O:13])[C:9]2[C:4](=[CH:5][CH:6]=[CH:7][CH:8]=2)[N:3]=1.ClC1C=C(C(O)=O)C2C(=CC=CC=2)N=1.[N-:29]=[N+:30]=[N-:31].[Na+].CC(C)=O>O1CCOCC1.O>[Cl:1][C:2]1[CH:11]=[C:10]([C:12]([N:29]=[N+:30]=[N-:31])=[O:13])[C:9]2[C:4](=[CH:5][CH:6]=[CH:7][CH:8]=2)[N:3]=1 |f:2.3|. Procedure: 2-Chloro-4-chlorocarbonylquinoline (0.5 g), prepared by standard methods from 2-chloroquinoline-4-carboxylic acid, was added to sodium azide in aqueous dioxan (2.1 ml 1:3) at 0° C. Acetone was then added and the mixture stirred for 16 h. Water (10 ml) was added, the precipitated solid collected by filtration and air dried to give 2-chloroquinoline-4-carbonyl azide (0.455 g). The azide (0.232 g) in toluene (10 ml) was warmed from room temperature to 75° C. and then heating continued for 1 h. Afte... The reactants are C(C1=CC=CC=C1)OC1=CC=C(C(=N1)NCC1(CCOCC1)C#N)F (4-((6-(benzyloxy)-3-fluoropyridin-2-ylamino)methyl)tetrahydro-2H-pyran-4-carbonitrile), C(=O)[O-].[NH4+] (AMMONIUM FORMATE). The reagents and catalysts are [Pd] (Pd—C). Run in CO (methanol). Run at temperature 70 celsius, time 45 minute. Yields the product FC=1C(=NC(=CC1)O)NCC1(CCOCC1)C#N (4-((3-fluoro-6-hydroxypyridin-2-yl-amino)methyl)tetrahydro-2H-pyran-4-carbonitrile). Isolated yield 95.8%. Reaction SMILES: C([O:8][C:9]1[N:14]=[C:13]([NH:15][CH2:16][C:17]2([C:23]#[N:24])[CH2:22][CH2:21][O:20][CH2:19][CH2:18]2)[C:12]([F:25])=[CH:11][CH:10]=1)C1C=CC=CC=1.C([O-])=O.[NH4+]>CO.[Pd]>[F:25][C:12]1[C:13]([NH:15][CH2:16][C:17]2([C:23]#[N:24])[CH2:22][CH2:21][O:20][CH2:19][CH2:18]2)=[N:14][C:9]([OH:8])=[CH:10][CH:11]=1 |f:1.2|. Reported procedure: A mixture of 4-((6-(benzyloxy)-3-fluoropyridin-2-ylamino)methyl)tetrahydro-2H-pyran-4-carbonitrile (200 mg, 0.586 mmol), AMMONIUM FORMATE (111.3 mg, 1.758 mmol) and Pd—C (10%, wet, 25 mg) in methanol (4 ml) was stirred at 70° C. for 45 min and cooled. The mixture was then filtered to remove Pd—C and inorganics, the filterate was then concentrated and dried further via high vacuum to afford 141 mg (96% yield) of the crude product as a light pink solid. LCMS (m/z): 252.1 [M+H]+; retention time=0.5... Starting materials: NC(=O)CCC(=O)NBr, CCCCC1Cc2cc(OC)ccc2C1=O, CN(C)C=O, CCOC(C)=O. The product is CCCCC1Cc2c(ccc(OC)c2Br)C1=O. Reaction SMILES: [Br:17][NH:18][C:19](=[O:20])[CH2:21][CH2:22][C:23]([NH2:24])=[O:25].[CH2:1]([CH2:2][CH2:3][CH3:4])[CH:5]1[C:6](=[O:16])[c:7]2[cH:8][cH:9][c:10]([O:14][CH3:15])[cH:11][c:12]2[CH2:13]1.[CH3:26][N:27]([CH3:28])[CH:29]=[O:30].[CH3:31][CH2:32][O:33][C:34]([CH3:35])=[O:36]>>[CH2:1]([CH2:2][CH2:3][CH3:4])[CH:5]1[C:6](=[O:16])[c:7]2[cH:8][cH:9][c:10]([O:14][CH3:15])[c:11]([Br:17])[c:12]2[CH2:13]1. Starting materials: COCCBr, Cc1cccc(C#Cc2cn(-c3cc[nH]c(=O)c3)c(C)n2)c1. The product is COCCn1ccc(-n2cc(C#Cc3cccc(C)c3)nc2C)cc1=O. Reaction SMILES: [Br:23][CH2:24][CH2:25][O:26][CH3:27].[CH3:1][c:2]1[n:3](-[c:16]2[cH:17][c:18](=[O:22])[nH:19][cH:20][cH:21]2)[cH:4][c:5]([C:7]#[C:8][c:9]2[cH:10][c:11]([CH3:15])[cH:12][cH:13][cH:14]2)[n:6]1>>[CH3:1][c:2]1[n:3](-[c:16]2[cH:17][c:18](=[O:22])[n:19]([CH2:24][CH2:25][O:26][CH3:27])[cH:20][cH:21]2)[cH:4][c:5]([C:7]#[C:8][c:9]2[cH:10][c:11]([CH3:15])[cH:12][cH:13][cH:14]2)[n:6]1. Reactants: [Cl-].C1CC[N+]12CCCC2 (4-Azoniaspiro[3,4]octane chloride), FC1=C2C=C(NC2=CC=C1OC1=NC=NC2=CC(=C(C=C12)OC)O)C (4-[(4-fluoro-2-methyl-1H-indol-5-yl)oxy]-6-methoxyquinazolin-7-ol), CN1C(CCC1)=O (1-methyl-2-pyrrolidinone), C([O-])([O-])=O.[K+].[K+] (potassium carbonate). The solvent is O (water), C(C)(C)(C)OC (methyl tert-butyl ether). Reaction conditions: temperature 20 celsius, time 8 hour. The product is FC1=C2C=C(NC2=CC=C1OC1=NC=NC2=CC(=C(C=C12)OC)OCCCN1CCCC1)C (4-[(4-fluoro-2-methyl-1H-indol-5-yl)oxy]-6-methoxy-7-(3-pyrrolidin-1-ylpropoxy)quinazoline). RXN SMILES: [Cl-].[CH2:2]1[N+:5]2([CH2:9][CH2:8][CH2:7][CH2:6]2)[CH2:4][CH2:3]1.[F:10][C:11]1[C:19]([O:20][C:21]2[C:30]3[C:25](=[CH:26][C:27]([OH:33])=[C:28]([O:31][CH3:32])[CH:29]=3)[N:24]=[CH:23][N:22]=2)=[CH:18][CH:17]=[C:16]2[C:12]=1[CH:13]=[C:14]([CH3:34])[NH:15]2.CN1CCCC1=O.C(=O)([O-])[O-].[K+].[K+]>O.C(OC)(C)(C)C>[F:10][C:11]1[C:19]([O:20][C:21]2[C:30]3[C:25](=[CH:26][C:27]([O:33][CH2:4][CH2:3][CH2:2][N:5]4[CH2:9][CH2:8][CH2:7][CH2:6]4)=[C:28]([O:31][CH3:32])[CH:29]=3)[N:24]=[CH:23][N:22]=2)=[CH:18][CH:17]=[C:16]2[C:12]=1[CH:13]=[C:14]([CH3:34])[NH:15]2 |f:0.1,4.5.6|. Procedure: 4-Azoniaspiro[3,4]octane chloride (1.14 g) was added to a mixture of 4-[(4-fluoro-2-methyl-1H-indol-5-yl)oxy]-6-methoxyquinazolin-7-ol (2.5 g), 1-methyl-2-pyrrolidinone (25 ml), methyl tert-butyl ether (1.8 ml) and potassium carbonate (815 mg) at 80° C. After stirring at 80° C. for 3 hours water (27 ml) was added over 40 minutes. The mixture was allowed to cool to 20° C. and left overnight. The mixture was reheated to 60° C. and filtered. The filter cake was washed with 1:1 v/v 1-methyl-2-pyrrol... Starting materials: O=C(Cl)C(=O)Cl, ClCCl, O=C(O)c1ccc(-n2nc3c4cccc(F)c4[nH]cc-3c2=O)cc1, CN(C)C=O. The product is O=C(Cl)c1ccc(-n2nc3c4cccc(F)c4[nH]cc-3c2=O)cc1. RXN SMILES: [Cl:25][C:26]([C:27]([Cl:28])=[O:29])=[O:30].[Cl:36][CH2:37][Cl:38].[F:1][c:2]1[cH:3][cH:4][cH:5][c:6]2[c:7]3[n:14][n:13](-[c:15]4[cH:16][cH:17][c:18]([C:19](=[O:20])[OH:21])[cH:22][cH:23]4)[c:12](=[O:24])[c:8]-3[cH:9][nH:10][c:11]12.[O:31]=[CH:32][N:33]([CH3:34])[CH3:35]>>[F:1][c:2]1[cH:3][cH:4][cH:5][c:6]2[c:7]3[n:14][n:13](-[c:15]4[cH:16][cH:17][c:18]([C:19](=[O:20])[Cl:25])[cH:22][cH:23]4)[c:12](=[O:24])[c:8]-3[cH:9][nH:10][c:11]12. Reactants: C(C1=CC=CC=C1)OC1=CC=C(C(=O)N2C(CCC2)=O)C=C1 (1-(p-benzyloxybenzoyl)-2-pyrrolidinone), O1CCCC1 (tetrahydrofuran). The reagents and catalysts are [Pd] (palladium/carbon). Solvent: CO (methanol). The product is OC1=CC=C(C(=O)N2C(CCC2)=O)C=C1 (1-(p-hydroxybenzoyl)-2-pyrrolidinone). RXN SMILES: C([O:8][C:9]1[CH:22]=[CH:21][C:12]([C:13]([N:15]2[CH2:19][CH2:18][CH2:17][C:16]2=[O:20])=[O:14])=[CH:11][CH:10]=1)C1C=CC=CC=1.O1CCCC1>[Pd].CO>[OH:8][C:9]1[CH:10]=[CH:11][C:12]([C:13]([N:15]2[CH2:19][CH2:18][CH2:17][C:16]2=[O:20])=[O:14])=[CH:21][CH:22]=1. Reported procedure: 2.0 g. of 1-(p-benzyloxybenzoyl)-2-pyrrolidinone are hydrogenated in 20 ml. of absolute tetrahydrofuran and 20 ml. of absolute methanol over 300 mg. of palladium/carbon (5%) under atmospheric pressure and at room temperature. The catalyst is filtered off, the filtrate is concentrated and the residue is triturated with diethyl ether. After filtration, there is obtained 1-(p-hydroxybenzoyl)-2-pyrrolidinone, having a melting point of 179°-182° C.